From a dataset of the Open Reaction Database (ORD), a public repository of structured organic reaction records. describe an organic reaction: reactants, conditions, products, and yield The product is Brc1cccnc1Oc1ccc(Nc2nc3ccccc3o2)cc1. As a reaction SMILES: [Br:1][c:2]1[c:3]([O:8][c:9]2[cH:10][cH:11][c:12]([NH2:13])[cH:14][cH:15]2)[n:4][cH:5][cH:6][cH:7]1.[CH3:26][N:27]1[CH2:28][CH2:29][CH2:30][C:31]1=[O:32].[Cl:16][c:17]1[o:18][c:19]2[c:20]([n:21]1)[cH:22][cH:23][cH:24][cH:25]2>>[Br:1][c:2]1[c:3]([O:8][c:9]2[cH:10][cH:11][c:12]([NH:13][c:17]3[o:18][c:19]4[c:20]([n:21]3)[cH:22][cH:23][cH:24][cH:25]4)[cH:14][cH:15]2)[n:4][cH:5][cH:6][cH:7]1. The reactants are Nc1ccc(Oc2ncccc2Br)cc1, CN1CCCC1=O, Clc1nc2ccccc2o1. The reactants are [BH3-]C#N, CC(=O)O, CC#N, CO, C[Si](Cl)(Cl)Cl, ClCCl, COC(Cc1ccc(NC2CCN(C(=O)NCc3cc(F)ccc3F)CC2)cc1)OC, [I-], CS(=O)(=O)Nc1cc(C(O)CN)ccc1O, [Na+], [Na+]. The product is CS(=O)(=O)Nc1cc(C(O)CNCCc2ccc(NC3CCN(C(=O)NCc4cc(F)ccc4F)CC3)cc2)ccc1O. As a reaction SMILES: [C:59]([BH3-:60])#[N:61].[CH3:39][C:40](=[O:41])[OH:42].[CH3:63][C:64]#[N:65].[CH3:66][OH:67].[Cl:34][Si:35]([Cl:36])([Cl:37])[CH3:38].[Cl:68][CH2:69][Cl:70].[F:1][c:2]1[c:3]([CH2:4][NH:5][C:6](=[O:7])[N:8]2[CH2:9][CH2:10][CH:11]([NH:14][c:15]3[cH:16][cH:17][c:18]([CH2:21][CH:22]([O:23][CH3:24])[O:25][CH3:26])[cH:19][cH:20]3)[CH2:12][CH2:13]2)[cH:27][c:28]([F:31])[cH:29][cH:30]1.[I-:33].[NH2:43][CH2:44][CH:45]([OH:46])[c:47]1[cH:48][cH:49][c:50]([OH:58])[c:51]([NH:53][S:54](=[O:55])(=[O:56])[CH3:57])[cH:52]1.[Na+:32].[Na+:62]>>[F:1][c:2]1[c:3]([CH2:4][NH:5][C:6](=[O:7])[N:8]2[CH2:9][CH2:10][CH:11]([NH:14][c:15]3[cH:16][cH:17][c:18]([CH2:21][CH2:22][NH:43][CH2:44][CH:45]([OH:46])[c:47]4[cH:48][cH:49][c:50]([OH:58])[c:51]([NH:53][S:54](=[O:55])(=[O:56])[CH3:57])[cH:52]4)[cH:19][cH:20]3)[CH2:12][CH2:13]2)[cH:27][c:28]([F:31])[cH:29][cH:30]1. Reactants: Cl.[N+](=O)([O-])C1=CC=C(C=C1)CN(N)C1=CC=C(C=C1)OC ((4-nitrophenyl)methyl-1-(4-methoxyphenyl) hydrazine hydrochloride), CC(C(=O)OC)(CC(CC)=O)C (methyl 2,2-dimethyl-4-oxo-hexanoate). Run in C(C)(C)(C)O (tert-butanol). The product is [N+](=O)([O-])C1=CC=C(CN2C(=C(C3=CC(=CC=C23)OC)C)CC(C(=O)O)(C)C)C=C1 (3-[1-(4-nitrobenzyl)-5-methoxy-3-methyl-1H-indol-2-yl]-2,2-dimethyl propanoic acid). RXN SMILES: Cl.[N+:2]([C:5]1[CH:10]=[CH:9][C:8]([CH2:11][N:12]([C:14]2[CH:19]=[CH:18][C:17]([O:20][CH3:21])=[CH:16][CH:15]=2)N)=[CH:7][CH:6]=1)([O-:4])=[O:3].[CH3:22][C:23]([CH3:33])([CH2:28][C:29](=O)[CH2:30][CH3:31])[C:24]([O:26]C)=[O:25]>C(O)(C)(C)C>[N+:2]([C:5]1[CH:10]=[CH:9][C:8]([CH2:11][N:12]2[C:14]3[C:19](=[CH:18][C:17]([O:20][CH3:21])=[CH:16][CH:15]=3)[C:30]([CH3:31])=[C:29]2[CH2:28][C:23]([CH3:33])([CH3:22])[C:24]([OH:26])=[O:25])=[CH:7][CH:6]=1)([O-:4])=[O:3] |f:0.1|. Reported procedure: Following the method of Example 2, but using 1-[(4-nitrophenyl)methyl-1-(4-methoxyphenyl) hydrazine hydrochloride and methyl 2,2-dimethyl-4-oxo-hexanoate as the starting materials and tert-butanol as the solvent, the title compound was prepared. Reactants: OC1=C(C=C(C(=O)O)C=C1)C (4-hydroxy-3-methyl-benzoic acid), CC(CCC1=CC=CC=C1)N (1-methyl-3-phenyl-propylamine). Yields the product OC1=C(C=C(C(=O)NC(CCC2=CC=CC=C2)C)C=C1)C (4-Hydroxy-3-methyl-N-(1-methyl-3-phenyl-propyl)-benzamide). RXN SMILES: [OH:1][C:2]1[CH:10]=[CH:9][C:5]([C:6]([OH:8])=O)=[CH:4][C:3]=1[CH3:11].[CH3:12][CH:13]([NH2:22])[CH2:14][CH2:15][C:16]1[CH:21]=[CH:20][CH:19]=[CH:18][CH:17]=1>>[OH:1][C:2]1[CH:10]=[CH:9][C:5]([C:6]([NH:22][CH:13]([CH3:12])[CH2:14][CH2:15][C:16]2[CH:21]=[CH:20][CH:19]=[CH:18][CH:17]=2)=[O:8])=[CH:4][C:3]=1[CH3:11]. Procedure: Prepared in a similar manner to example 4 using 4-hydroxy-3-methyl-benzoic acid and 1-methyl-3-phenyl-propylamine. MS (M+H, 284.2) Reactants: CC(C)(C)OC(=O)NC1CCN(CCOS(C)(=O)=O)CC1, CC(C)(C)OC(=O)NC1CCC(CCO)CC1. Product: CC(C)(C)OC(=O)NC1CCC(CCOS(C)(=O)=O)CC1. As a reaction SMILES: [CH3:18][S:19](=[O:20])(=[O:21])[O:22][CH2:23][CH2:24][N:25]1[CH2:26][CH2:27][CH:28]([NH:29][C:30]([O:31][C:32]([CH3:33])([CH3:34])[CH3:35])=[O:36])[CH2:37][CH2:38]1.[OH:1][CH2:2][CH2:3][CH:4]1[CH2:5][CH2:6][CH:7]([NH:10][C:11]([O:12][C:13]([CH3:14])([CH3:15])[CH3:16])=[O:17])[CH2:8][CH2:9]1>>[O:1]([CH2:2][CH2:3][CH:4]1[CH2:5][CH2:6][CH:7]([NH:10][C:11]([O:12][C:13]([CH3:14])([CH3:15])[CH3:16])=[O:17])[CH2:8][CH2:9]1)[S:19]([CH3:18])(=[O:20])=[O:21]. Starting materials: CC1=C2C=CN(C2=CC=C1)[C@H]1[C@H](OC(C)=O)[C@@H](OC(C)=O)[C@H](OC(C)=O)[C@H](O1)COC(C)=O (4-Methyl-1-(2,3,4,6-tetra-O-acetyl-β-D-glucopyranosyl)indole), IC1=CC=C(C(=O)Cl)C=C1 (4-iodobenzoyl chloride). Product: IC1=CC=C(C=C1)CC1=CN(C2=CC=CC(=C12)C)[C@H]1[C@H](O)[C@@H](O)[C@H](O)[C@H](O1)CO (3-(4-Iodophenylmethyl)-4-methyl-1-(β-D-glucopyranosyl)indole). As a reaction SMILES: [CH3:1][C:2]1[CH:10]=[CH:9][CH:8]=[C:7]2[C:3]=1[CH:4]=[CH:5][N:6]2[C@@H:11]1[O:28][C@H:27]([CH2:29][O:30]C(=O)C)[C@@H:22]([O:23]C(=O)C)[C@H:17]([O:18]C(=O)C)[C@H:12]1[O:13]C(=O)C.[I:34][C:35]1[CH:43]=[CH:42][C:38]([C:39](Cl)=O)=[CH:37][CH:36]=1>>[I:34][C:35]1[CH:43]=[CH:42][C:38]([CH2:39][C:4]2[C:3]3[C:7](=[CH:8][CH:9]=[CH:10][C:2]=3[CH3:1])[N:6]([C@@H:11]3[O:28][C@H:27]([CH2:29][OH:30])[C@@H:22]([OH:23])[C@H:17]([OH:18])[C@H:12]3[OH:13])[CH:5]=2)=[CH:37][CH:36]=1. Reported procedure: 4-Methyl-1-(2,3,4,6-tetra-O-acetyl-β-D-glucopyranosyl)indole obtained in Example 23-(1) and 4-iodobenzoyl chloride were treated in a manner similar to Example 27 to give the titled compound as a colorless powder. APCI-Mass m/Z 510 (M+H). 1H-NMR (DMSO-d6) δ 2.38 (s, 3H), 3.24 (m, 1H), 3.30-3.47 (m, 4H), 3.68 (m, 1H), 4.16 (s, 2H), 4.52 (t, J=5.6 Hz, 1H), 5.08 (d, J=5.3 Hz, 1H), 5.14 (d, J=5.0 Hz, 1H), 5.16 (d, J=5.9 Hz, 1H), 5.34 (d, J=9.0 Hz, 1H), 6.71 (d, J=7.1 Hz, 1H), 6.98 (dd, J=8.3, 6.9 Hz,...